This data is from the Open Reaction Database (ORD), a public repository of structured organic reaction records. The task is: describe an organic reaction: reactants, conditions, products, and yield Reactants: O (water), C(C1=CC=CC=C1)Br (benzyl bromide), ClC1=C(C=C(C=C1)O)[N+](=O)[O-] (4chloro-3-nitrophenol), C(=O)([O-])[O-].[Na+].[Na+] (Na2CO3). Procedure: This was prepared as follows:- A solution of benzyl bromide (10.26 g; 60 mmol) and 4chloro-3-nitrophenol (8.7 g; 50 mmol) in DMF (250 ml) was treated with Na2CO3 (10.6 g; 0.1 mol) and the mixture was stirred at room temperature for 3 days. The mixture was poured into water and extracted with Et2O. The organic phase was washed with brine and dried over MgSO4. The residue was purified by flash chromatography eluting with CH2Cl2 to give 5-benzyloxy-2-chloro-nitrobenzene as a pale yellow solid (12.3... As a reaction SMILES: [CH2:1](Br)[C:2]1[CH:7]=[CH:6][CH:5]=[CH:4][CH:3]=1.[Cl:9][C:10]1[CH:15]=[CH:14][C:13]([OH:16])=[CH:12][C:11]=1[N+:17]([O-:19])=[O:18].C([O-])([O-])=O.[Na+].[Na+].O>CN(C=O)C>[CH2:1]([O:16][C:13]1[CH:14]=[CH:15][C:10]([Cl:9])=[C:11]([N+:17]([O-:19])=[O:18])[CH:12]=1)[C:2]1[CH:7]=[CH:6][CH:5]=[CH:4][CH:3]=1 |f:2.3.4|. The solvent is CN(C)C=O (DMF). Yields the product C(C1=CC=CC=C1)OC=1C=CC(=C(C1)[N+](=O)[O-])Cl (5-benzyloxy-2-chloro-nitrobenzene). Run at time 3 day. Yield: 93.4%.